This data is from the Open Reaction Database (ORD), a public repository of structured organic reaction records. The task is: describe an organic reaction: reactants, conditions, products, and yield The reactants are C1CCC2=NCCCN2CC1, COCCOC, CSc1nc(N)nc(Br)c1C#N, O, OCc1ccccn1. RXN SMILES: [CH2:21]1[CH2:22][CH2:23][C:24]2=[N:29][CH2:28][CH2:27][CH2:26][N:25]2[CH2:30][CH2:31]1.[CH3:33][O:34][CH2:35][CH2:36][O:37][CH3:38].[NH2:1][c:2]1[n:3][c:4]([S:11][CH3:12])[c:5]([C:9]#[N:10])[c:6]([Br:8])[n:7]1.[OH2:32].[OH:13][CH2:14][c:15]1[n:16][cH:17][cH:18][cH:19][cH:20]1>>[NH2:1][c:2]1[n:3][c:4]([S:11][CH3:12])[c:5]([C:9]#[N:10])[c:6]([O:13][CH2:14][c:15]2[n:16][cH:17][cH:18][cH:19][cH:20]2)[n:7]1. Product: CSc1nc(N)nc(OCc2ccccn2)c1C#N. Reactants: C1CCOC1, CCCCCC, CC(C)(C)N, O=S(=O)(Cl)CCCCl. Product: CC(C)(C)NS(=O)(=O)CCCCl. Reaction SMILES: [CH2:20]1[O:21][CH2:22][CH2:23][CH2:24]1.[CH3:14][CH2:15][CH2:16][CH2:17][CH2:18][CH3:19].[CH3:1][C:2]([CH3:3])([CH3:4])[NH2:5].[Cl:6][CH2:7][CH2:8][CH2:9][S:10](=[O:11])(=[O:12])[Cl:13]>>[CH3:1][C:2]([CH3:3])([CH3:4])[NH:5][S:10]([CH2:9][CH2:8][CH2:7][Cl:6])(=[O:11])=[O:12]. Starting materials: C1CCOC1, Oc1c(F)c(F)c(F)c(F)c1F, O=C(O)c1cccc(C(F)(F)F)c1. Product: O=C(Oc1c(F)c(F)c(F)c(F)c1F)c1cccc(C(F)(F)F)c1. As a reaction SMILES: [CH2:26]1[O:27][CH2:28][CH2:29][CH2:30]1.[F:14][c:15]1[c:16]([F:25])[c:17]([F:24])[c:18]([F:23])[c:19]([F:22])[c:20]1[OH:21].[F:1][C:2]([c:3]1[cH:4][c:5]([C:9](=[O:10])[OH:11])[cH:6][cH:7][cH:8]1)([F:12])[F:13]>>[F:1][C:2]([c:3]1[cH:4][c:5]([C:9](=[O:10])[O:11][c:20]2[c:15]([F:14])[c:16]([F:25])[c:17]([F:24])[c:18]([F:23])[c:19]2[F:22])[cH:6][cH:7][cH:8]1)([F:12])[F:13]. Starting materials: C(C1=CC=CC=C1)N([C@H]1[C@H](CCCC1)NC(=O)OC(C)(C)C)C ((±)-cis-N1-Benzyl-N2-tert-butoxycarbonyl-N1-methyl-1,2-cyclohexanediamine), [H][H] (hydrogen). The reagents and catalysts are [Pd] (palladium on carbon). Run in CO (methanol). The product is C(C)(C)(C)OC(=O)N[C@H]1[C@H](CCCC1)NC ((±)-cis-N1-tert-Butoxycarbonyl-N2-methyl-1,2-cyclohexane-diamine). Isolated yield 92.3%. As a reaction SMILES: [CH2:1]([N:8](C)[C@@H:9]1[CH2:14][CH2:13][CH2:12][CH2:11][C@@H:10]1[NH:15][C:16]([O:18][C:19]([CH3:22])([CH3:21])[CH3:20])=[O:17])C1C=CC=CC=1.[H][H]>[Pd].CO>[C:19]([O:18][C:16]([NH:15][C@@H:10]1[CH2:11][CH2:12][CH2:13][CH2:14][C@@H:9]1[NH:8][CH3:1])=[O:17])([CH3:22])([CH3:21])[CH3:20]. Procedure details: (±)-cis-N1-Benzyl-N2-tert-butoxycarbonyl-N1-methyl-1,2-cyclohexanediamine (1.92 g) was added to methanol (50 ml), 10% palladium on carbon (containing 50% of water, 900 mg) was added, and the mixture was stirred for 20 hours in a hydrogen atmosphere. After separating the catalyst by filtration, the filtrate was concentrated to obtain the title compound (1.27 g) as a colorless oil.